This data is from the Open Reaction Database (ORD), a public repository of structured organic reaction records. The task is: describe an organic reaction: reactants, conditions, products, and yield Reactants: ice methanol, FC1=CC=C2CCC(C2=C1)(O)CC(=O)O (2-(6-Fluoro-1-hydroxy-1-indanyl)acetic acid), FC(C(=O)O)(F)F (Trifluoroacetic acid). Solvent: ClCCl (dichloromethane). Reaction conditions: time 15 minute. The product is FC1=CC=C2CC/C(/C2=C1)=C\C(=O)O ((E)-2-(6-fluoro-1-indanylidene)acetic acid). Yield: 95.4%. RXN SMILES: FC(F)(F)C(O)=O.[F:8][C:9]1[CH:17]=[C:16]2[C:12]([CH2:13][CH2:14][C:15]2([CH2:19][C:20]([OH:22])=[O:21])O)=[CH:11][CH:10]=1>ClCCl>[F:8][C:9]1[CH:17]=[C:16]2[C:12]([CH2:13][CH2:14]/[C:15]/2=[CH:19]\[C:20]([OH:22])=[O:21])=[CH:11][CH:10]=1. Reported procedure: Trifluoroacetic acid (100 mL) was added to a stirred, chilled (ice-methanol bath) solution of 2-(6-Fluoro-1-hydroxy-1-indanyl)acetic acid (37.5 g, 0.18 mol) in dichloromethane (900 mL). After 15 min, the mixture was concentrated in vacuo to give (E)-2-(6-fluoro-1-indanylidene)acetic acid as a yellowish-tan solid (33.0 g, 95%), m.p., 203°-205° C.; Reactants: [H-].[H-].[H-].[H-].[Li+].[Al+3] (LiAlH4), S1C(=CC=C1)C1CC(NC1)=O (4-(2-Thienyl)-2-pyrrolidinone). Run in C1CCOC1 (THF), C1CCOC1 (THF). Product: S1C(=CC=C1)C1CNCC1 (3-(2-Thienyl)pyrrolidine). As a reaction SMILES: [H-].[H-].[H-].[H-].[Li+].[Al+3].[S:7]1[CH:11]=[CH:10][CH:9]=[C:8]1[CH:12]1[CH2:16][NH:15][C:14](=O)[CH2:13]1>C1COCC1>[S:7]1[CH:11]=[CH:10][CH:9]=[C:8]1[CH:12]1[CH2:13][CH2:14][NH:15][CH2:16]1 |f:0.1.2.3.4.5|. Reported procedure: To a suspension of LiAlH4 (0.46 g) in THF (25 ml) was added the product of Example 134 (1.0 g) in THF (30 ml). After the addition was complete the reaction was heated at reflux for 4 hrs. Reactants: ClC1=C2NC=NC2=NC=N1 (6-chloropurine), CN (methylamine), FC1=CC=C(C=C1)[N+](=O)[O-] (4-fluoronitrobenzene), ClC1=C(C=C(C=C1)N=C=O)C(F)(F)F (4-chloro-3-(trifluoromethyl)phenyl isocyanate). Yields the product Cl.ClC1=C(C=C(C=C1)NC(=O)NC1=CC=C(C=C1)N1C2=NC=NC(=C2N=C1)NC)C(F)(F)F (1-(4-Chloro-3-(trifluoromethyl)phenyl)-3-[4-(6-(methylamino)purin-9-yl)phenyl]urea hydrochloride). As a reaction SMILES: [Cl:1][C:2]1[N:10]=[CH:9][N:8]=[C:7]2[C:3]=1[NH:4][CH:5]=[N:6]2.[CH3:11][NH2:12].F[C:14]1[CH:19]=[CH:18][C:17]([N+:20]([O-])=O)=[CH:16][CH:15]=1.[Cl:23][C:24]1[CH:29]=[CH:28][C:27]([N:30]=[C:31]=[O:32])=[CH:26][C:25]=1[C:33]([F:36])([F:35])[F:34]>>[ClH:1].[Cl:23][C:24]1[CH:29]=[CH:28][C:27]([NH:30][C:31]([NH:20][C:17]2[CH:18]=[CH:19][C:14]([N:6]3[CH:5]=[N:4][C:3]4[C:7]3=[N:8][CH:9]=[N:10][C:2]=4[NH:12][CH3:11])=[CH:15][CH:16]=2)=[O:32])=[CH:26][C:25]=1[C:33]([F:34])([F:35])[F:36] |f:4.5|. Procedure details: The title compound can be synthesized from 6-chloropurine, methylamine, 4-fluoronitrobenzene and 4-chloro-3-(trifluoromethyl)phenyl isocyanate by the same method as in Example 35. The reactants are C=CCBr, CCOC(=O)N1CC(C)NCC1C, CC#N, [Na+], [Na+], O=C([O-])[O-]. Product: C=CCN1CC(C)N(C(=O)OCC)CC1C. RXN SMILES: [CH2:14]([CH:15]=[CH2:16])[Br:17].[CH3:1][CH:2]1[N:3]([C:9](=[O:10])[O:11][CH2:12][CH3:13])[CH2:4][CH:5]([CH3:8])[NH:6][CH2:7]1.[CH3:24][C:25]#[N:26].[Na+:18].[Na+:19].[O-:20][C:21](=[O:22])[O-:23]>>[CH3:1][CH:2]1[N:3]([C:9](=[O:10])[O:11][CH2:12][CH3:13])[CH2:4][CH:5]([CH3:8])[N:6]([CH2:16][CH:15]=[CH2:14])[CH2:7]1. Starting materials: Intermediate 20, IC1=CC2=C(CCS2(=O)=O)C=C1 (6-iodo-2,3-dihydro-1-benzothiophene 1,1-dioxide), IC1=CC2=C(CCS2(=O)=O)C=C1 (6-iodo-2,3-dihydro-1-benzothiophene 1,1-dioxide), C(C)(C)(C)OC(COC1=C(C=C(C=C1)Cl)C#C)=O (tert-butyl(4-chloro-2-ethynylphenoxy)acetate), C(C)(C)(C)OC(COC1=C(C=C(C=C1)Cl)C#C)=O (tert-butyl(4-chloro-2-ethynylphenoxy)acetate). Yields the product C(C)(C)(C)OC(COC1=C(C=C(C=C1)Cl)C#CC1=CC2=C(CCS2(=O)=O)C=C1)=O (tert-butyl{4-chloro-2-[(1,1-dioxido-2,3-dihydro-1-benzothien-6-yl)ethynyl]phenoxy}acetate). As a reaction SMILES: [C:1]([O:5][C:6](=[O:18])[CH2:7][O:8][C:9]1[CH:14]=[CH:13][C:12]([Cl:15])=[CH:11][C:10]=1[C:16]#[CH:17])([CH3:4])([CH3:3])[CH3:2].I[C:20]1[CH:30]=[CH:29][C:23]2[CH2:24][CH2:25][S:26](=[O:28])(=[O:27])[C:22]=2[CH:21]=1>>[C:1]([O:5][C:6](=[O:18])[CH2:7][O:8][C:9]1[CH:14]=[CH:13][C:12]([Cl:15])=[CH:11][C:10]=1[C:16]#[C:17][C:20]1[CH:30]=[CH:29][C:23]2[CH2:24][CH2:25][S:26](=[O:28])(=[O:27])[C:22]=2[CH:21]=1)([CH3:4])([CH3:3])[CH3:2]. Reported procedure: Following the general method as outlined in Intermediate 20, starting from (4-chloro-2-ethynyl-phenoxy)-acetic acid tert-butyl ester (Intermediate 3) and 6-iodo-2,3-dihydro-1-benzothiophene 1,1-dioxide (Intermediate 234), the title compound was obtained as a beige solid after purification by flash column chromatography (silica), eluting with cyclohexane containing increasing amounts of EtOAc. Starting materials: N(=NC(=O)OC(C)(C)C)C(=O)OC(C)(C)C (di-tert.-butyl azodicarboxylate), C(C)OC(C(C)(C)OC1=C(C=CC(=C1)O)C)=O (2-(5-hydroxy-2-methyl-phenoxy)-2-methyl-propionic acid ethyl ester), CC1=NC(=CC=C1CCO)C1=CC=C(C=C1)C(F)(F)F (2-[2-methyl-6-(4-trifluoromethyl-phenyl)-pyridin-3-yl]-ethanol), C1(=CC=CC=C1)P(C1=CC=CC=C1)C1=CC=CC=C1 (triphenylphosphine). Solvent: C1CCOC1 (THF), C1CCOC1 (THF). Run at temperature 0 celsius, time 20 hour. Product: C(C)OC(C(C)(OC1=C(C=CC(=C1)OCCC=1C(=NC(=CC1)C1=CC=C(C=C1)C(F)(F)F)C)C)C)=O (2-Methyl-2-(2-methyl-5-{2-[2-methyl-6-(4-trifluoromethyl-phenyl)-pyridin-3-yl]-ethoxy}-phenoxy)-propionic acid ethyl ester). Reaction SMILES: [CH2:1]([O:3][C:4](=[O:17])[C:5]([O:8][C:9]1[CH:14]=[C:13]([OH:15])[CH:12]=[CH:11][C:10]=1[CH3:16])([CH3:7])[CH3:6])[CH3:2].[CH3:18][C:19]1[C:24]([CH2:25][CH2:26]O)=[CH:23][CH:22]=[C:21]([C:28]2[CH:33]=[CH:32][C:31]([C:34]([F:37])([F:36])[F:35])=[CH:30][CH:29]=2)[N:20]=1.C1(P(C2C=CC=CC=2)C2C=CC=CC=2)C=CC=CC=1.N(C(OC(C)(C)C)=O)=NC(OC(C)(C)C)=O>C1COCC1>[CH2:1]([O:3][C:4](=[O:17])[C:5]([CH3:6])([O:8][C:9]1[CH:14]=[C:13]([O:15][CH2:26][CH2:25][C:24]2[C:19]([CH3:18])=[N:20][C:21]([C:28]3[CH:33]=[CH:32][C:31]([C:34]([F:37])([F:35])[F:36])=[CH:30][CH:29]=3)=[CH:22][CH:23]=2)[CH:12]=[CH:11][C:10]=1[CH3:16])[CH3:7])[CH3:2]. Reported procedure: 0.24 g (1.0 mmol) of the above prepared 2-(5-hydroxy-2-methyl-phenoxy)-2-methyl-propionic acid ethyl ester, 0.31 g (1.10 mmol) of 2-[2-methyl-6-(4-trifluoromethyl-phenyl)-pyridin-3-yl]-ethanol (see below example 70E]) and 0.32 g (1.20 mmol) of triphenylphosphine were dissolved in 10 ml of THF. The stirred reaction mixture was cooled down to 0° C. and a solution of 0.27 g (1.15 mmol) of di-tert.-butyl azodicarboxylate in 5 ml of THF was added drop by drop. Then, the reaction warmed up to ambient ... Reactants: Brc1cccnc1, COc1ccc2cc(Br)cc(C)c2n1, [Li]C(C)(C)C, C1CCOC1, CCCCC, [Cl-], [Cl-], [Zn+2]. Product: COc1ccc2cc(-c3cccnc3)cc(C)c2n1. Reaction SMILES: [Br:20][c:21]1[cH:22][n:23][cH:24][cH:25][cH:26]1.[Br:6][c:7]1[cH:8][c:9]2[cH:10][cH:11][c:12]([O:18][CH3:19])[n:13][c:14]2[c:15]([CH3:17])[cH:16]1.[C:1]([Li:2])([CH3:3])([CH3:4])[CH3:5].[CH2:32]1[O:33][CH2:34][CH2:35][CH2:36]1.[CH3:27][CH2:28][CH2:29][CH2:30][CH3:31].[Cl-:37].[Cl-:39].[Zn+2:38]>>[c:7]1(-[c:21]2[cH:22][n:23][cH:24][cH:25][cH:26]2)[cH:8][c:9]2[cH:10][cH:11][c:12]([O:18][CH3:19])[n:13][c:14]2[c:15]([CH3:17])[cH:16]1. The reactants are CS(=O)(=O)C1=CC=C(C=C1)SC1=C(C=CC=C1)CC(=O)O (2-(4-methylsulfonylphenylthio)phenylacetic acid), polyphosphoric acid, [OH-].[Na+] (sodium hydroxide). The solvent is ice water. Conditions: time 2 hour. Yields the product CS(=O)(=O)C1=CC2=C(SC3=C(CC2=O)C=CC=C3)C=C1 (10,11-dihydro-2-methylsulfonyl-11-oxodibenzo[b,f]thiepin). As a reaction SMILES: [CH3:1][S:2]([C:5]1[CH:10]=[CH:9][C:8]([S:11][C:12]2[CH:17]=[CH:16][CH:15]=[CH:14][C:13]=2[CH2:18][C:19]([OH:21])=O)=[CH:7][CH:6]=1)(=[O:4])=[O:3].[OH-].[Na+]>>[CH3:1][S:2]([C:5]1[CH:6]=[CH:7][C:8]2[S:11][C:12]3[CH:17]=[CH:16][CH:15]=[CH:14][C:13]=3[CH2:18][C:19](=[O:21])[C:9]=2[CH:10]=1)(=[O:3])=[O:4] |f:1.2|. Reported procedure: A mixture of 1.0 g of 2-(4-methylsulfonylphenylthio)phenylacetic acid and 10 ml of polyphosphoric acid under nitrogen is stirred at 90°-100° C. for 2 hours. The reaction mixture is permitted to cool and then poured into 100 ml of an ice-water slurry. The aqueous solution is basified with 20% sodium hydroxide before being extracted with methylene chloride. The combined extracts are dried and then evaporated to dryness leaving an oil. The oil is chromatographed through a silica gel column with a 2...